Dataset: the Open Reaction Database (ORD), a public repository of structured organic reaction records. Task: describe an organic reaction: reactants, conditions, products, and yield The reactants are CC12CC3CC(C)(C1)CC(CCBr)(C3)C2, Cc1ccccc1. The product is CCC12CC3CC(C)(CC(C)(C3)C1)C2. RXN SMILES: [Br:1][CH2:2][CH2:3][C:4]12[CH2:5][C:6]3([CH3:15])[CH2:7][C:8]([CH3:14])([CH2:9][CH:10]([CH2:11]1)[CH2:12]3)[CH2:13]2.[CH3:16][c:17]1[cH:18][cH:19][cH:20][cH:21][cH:22]1>>[CH3:2][CH2:3][C:4]12[CH2:5][C:6]3([CH3:15])[CH2:7][C:8]([CH3:14])([CH2:9][CH:10]([CH2:11]1)[CH2:12]3)[CH2:13]2.